Dataset: the Open Reaction Database (ORD), a public repository of structured organic reaction records. Task: describe an organic reaction: reactants, conditions, products, and yield Reactants: CCOC(=O)C(C)Br, CCOC(C)=O, CC(C)(C)OC(=O)CC(CCCC1CCCCC1)c1nc(CO)no1, [H-], [Na+], C1CCOC1. The product is CCOC(=O)C(C)OCc1noc(C(CCCC2CCCCC2)CC(=O)OC(C)(C)C)n1. Reaction SMILES: [Br:28][CH:29]([C:30](=[O:31])[O:32][CH2:33][CH3:34])[CH3:35].[CH3:41][CH2:42][O:43][C:44](=[O:45])[CH3:46].[CH:3]1([CH2:9][CH2:10][CH2:11][CH:12]([CH2:13][C:14](=[O:15])[O:16][C:17]([CH3:18])([CH3:19])[CH3:20])[c:21]2[n:22][c:23]([CH2:26][OH:27])[n:24][o:25]2)[CH2:4][CH2:5][CH2:6][CH2:7][CH2:8]1.[H-:1].[Na+:2].[O:36]1[CH2:37][CH2:38][CH2:39][CH2:40]1>>[CH:3]1([CH2:9][CH2:10][CH2:11][CH:12]([CH2:13][C:14](=[O:15])[O:16][C:17]([CH3:18])([CH3:19])[CH3:20])[c:21]2[n:22][c:23]([CH2:26][O:27][CH:29]([C:30](=[O:31])[O:32][CH2:33][CH3:34])[CH3:35])[n:24][o:25]2)[CH2:4][CH2:5][CH2:6][CH2:7][CH2:8]1. The reactants are CC(=O)OC(C)=O, N#Cc1ccsc1N. Yields the product CC(=O)Nc1sccc1C#N. As a reaction SMILES: [CH3:9][C:10](=[O:11])[O:12][C:13](=[O:14])[CH3:15].[NH2:1][c:2]1[s:3][cH:4][cH:5][c:6]1[C:7]#[N:8]>>[NH:1]([c:2]1[s:3][cH:4][cH:5][c:6]1[C:7]#[N:8])[C:10]([CH3:9])=[O:11]. The reactants are C(C)(C)C=1SC(=CN1)C(=O)OCC (ethyl 2-isopropylthiazole-5-carboxylate), CO (methanol), CO (methanol). The solvent is C(Cl)(Cl)Cl (chloroform), C(Cl)(Cl)Cl (chloroform). Product: OCC1=CN=C(S1)C(C)C (5-(Hydroxymethyl)-2-isopropylthiazole). The yield is 25.0%. Reaction SMILES: [CH:1]([C:4]1[S:5][C:6]([C:9](OCC)=[O:10])=[CH:7][N:8]=1)([CH3:3])[CH3:2].CO>C(Cl)(Cl)Cl>[OH:10][CH2:9][C:6]1[S:5][C:4]([CH:1]([CH3:3])[CH3:2])=[N:8][CH:7]=1. Procedure details: Using the procedure of Example 5B, but replacing ethyl 2-isopropyl-4-thiazolecarboxylate with ethyl 2-isopropylthiazole-5-carboxylate provided, after silica gel chromatography using 3% methanol in chloroform, the desired compound, Rf 0.3, (5% methanol in chloroform) in 25% yield. 1H NMR (d6 -DMSO) δ1.30 (d, J=7 Hz, 6H), 3.22 (heptet, J=7 Hz, 1H), 4.61 (dd, J=6, 1 Hz, 2H), 5.45 (t, J=6 Hz, 1H), 7.48 (br s, 1H). The reactants are CI (methyl iodide), CC=1C=CC=C2C=3C[C@H](NCC3NC12)C(=O)OC (methyl (3S)-8-methyl-1,2,3,4-tetrahydro-β-carboline-3-carboxylate), [OH-].[Na+] (sodium hydroxide), [OH-].[Na+] (sodium hydroxide), C(=S)=S (carbon disulfide). Solvent: CO (methanol). Reaction conditions: time 3 hour. The product is CC=1C=CC=C2C=3C[C@H](N(CC3NC12)C(=S)SC)C(=O)O ((3S)-8 -methyl-2-(methylthio)thiocarbonyl-1,2,3,4-tetrahydro-β-carboline-3-carboxylic acid). Isolated yield 25.0%. Reaction SMILES: [CH3:1][C:2]1[CH:3]=[CH:4][CH:5]=[C:6]2[C:14]=1[NH:13][C:12]1[CH2:11][NH:10][C@H:9]([C:15]([O:17]C)=[O:16])[CH2:8][C:7]2=1.[OH-].[Na+].[C:21](=[S:23])=[S:22].[CH3:24]I>CO>[CH3:1][C:2]1[CH:3]=[CH:4][CH:5]=[C:6]2[C:14]=1[NH:13][C:12]1[CH2:11][N:10]([C:21]([S:23][CH3:24])=[S:22])[C@H:9]([C:15]([OH:17])=[O:16])[CH2:8][C:7]2=1 |f:1.2|. Procedure: 610 mg of methyl (3S)-8-methyl-1,2,3,4-tetrahydro-β-carboline-3-carboxylate are dissolved in 20 ml of methanol, and 2 ml of a 10% aqueous sodium hydroxide solution are added thereto. The mixture is stirred at room temperature for 3 hours. One ml of a 10% aqueous sodium hydroxide solution and 228 mg of carbon disulfide are added to the mixture, and the mixture is stirred at room temperature for 30 minutes. Then, 355 mg of methyl iodide are adde to the mixture, and the mixture is stirred at the sa... Reactants: CCN(C(C)C)C(C)C, Clc1nc2ccccc2o1, C1CCOC1, O=C1OC(c2ccccc2)(c2ccccc2)C2CNCCN12. Product: O=C1OC(c2ccccc2)(c2ccccc2)C2CN(c3nc4ccccc4o3)CCN12. As a reaction SMILES: [CH:23]([N:24]([CH:25]([CH3:26])[CH3:27])[CH2:28][CH3:29])([CH3:30])[CH3:31].[Cl:32][c:33]1[o:34][c:35]2[c:36]([n:37]1)[cH:38][cH:39][cH:40][cH:41]2.[O:42]1[CH2:43][CH2:44][CH2:45][CH2:46]1.[c:1]1([C:7]2([c:17]3[cH:18][cH:19][cH:20][cH:21][cH:22]3)[O:8][C:9](=[O:16])[N:10]3[CH:11]2[CH2:12][NH:13][CH2:14][CH2:15]3)[cH:2][cH:3][cH:4][cH:5][cH:6]1>>[c:1]1([C:7]2([c:17]3[cH:18][cH:19][cH:20][cH:21][cH:22]3)[O:8][C:9](=[O:16])[N:10]3[CH:11]2[CH2:12][N:13]([c:33]2[o:34][c:35]4[c:36]([n:37]2)[cH:38][cH:39][cH:40][cH:41]4)[CH2:14][CH2:15]3)[cH:2][cH:3][cH:4][cH:5][cH:6]1.